From a dataset of the Open Reaction Database (ORD), a public repository of structured organic reaction records. describe an organic reaction: reactants, conditions, products, and yield Yields the product CC(CO)NC(=O)c1cccc(C=CCCCC(N)=O)c1. RXN SMILES: [CH3:1][O:2][C:3]([CH2:4][CH2:5][CH2:6][CH:7]=[CH:8][c:9]1[cH:10][c:11]([C:15]([NH:16][CH:17]([CH2:18][OH:19])[CH3:20])=[O:21])[cH:12][cH:13][cH:14]1)=[O:22].[NH3:23].[OH2:24]>>[O:2]=[C:3]([CH2:4][CH2:5][CH2:6][CH:7]=[CH:8][c:9]1[cH:10][c:11]([C:15]([NH:16][CH:17]([CH2:18][OH:19])[CH3:20])=[O:21])[cH:12][cH:13][cH:14]1)[NH2:23]. The reactants are COC(=O)CCCC=Cc1cccc(C(=O)NC(C)CO)c1, N, O. Starting materials: CC(C)(C)[Si](C)(C)Cl, CCOC(C)=O, CN(C)C=O, COC(=O)C1CC(O)CN1C(=O)OC(C)(C)C, c1c[nH]cn1. Yields the product COC(=O)C1CC(O[Si](C)(C)C(C)(C)C)CN1C(=O)OC(C)(C)C. As a reaction SMILES: [C:23]([CH3:24])([CH3:25])([CH3:26])[Si:27]([CH3:28])([CH3:29])[Cl:30].[CH3:36][CH2:37][O:38][C:39]([CH3:40])=[O:41].[O:31]=[CH:32][N:33]([CH3:34])[CH3:35].[OH:1][CH:2]1[CH2:3][CH:4]([C:14](=[O:15])[O:16][CH3:17])[N:5]([C:7](=[O:8])[O:9][C:10]([CH3:11])([CH3:12])[CH3:13])[CH2:6]1.[nH:18]1[cH:19][cH:20][n:21][cH:22]1>>[O:1]([CH:2]1[CH2:3][CH:4]([C:14](=[O:15])[O:16][CH3:17])[N:5]([C:7](=[O:8])[O:9][C:10]([CH3:11])([CH3:12])[CH3:13])[CH2:6]1)[Si:27]([C:23]([CH3:24])([CH3:25])[CH3:26])([CH3:28])[CH3:29]. The reactants are C(C)(C)(C)OC(=O)NC=1C(=NN(C1)C1=CC=CC=C1)NC(=O)C1=CC=C(CNC(OCC2=CC=CC=C2)=O)C=C1 (benzyl {4-[({4-[(tert-butoxycarbonyl)amino]-1-phenyl-1H-pyrazol-3-yl}amino)carbonyl]benzyl}carbamate). The reagents and catalysts are [OH-].[OH-].[Pd+2] (palladium hydroxide on carbon). Run in CO (methanol). Run at time 1.5 hour. The product is NCC1=CC=C(C(=O)NC2=NN(C=C2NC(OC(C)(C)C)=O)C2=CC=CC=C2)C=C1 (tert-butyl (3-{[4-(aminomethyl)benzoyl]amino}-1-phenyl-1H-pyrazol-4-yl)carbamate). Reaction SMILES: [C:1]([O:5][C:6]([NH:8][C:9]1[C:10]([NH:20][C:21]([C:23]2[CH:40]=[CH:39][C:26]([CH2:27][NH:28]C(=O)OCC3C=CC=CC=3)=[CH:25][CH:24]=2)=[O:22])=[N:11][N:12]([C:14]2[CH:19]=[CH:18][CH:17]=[CH:16][CH:15]=2)[CH:13]=1)=[O:7])([CH3:4])([CH3:3])[CH3:2]>CO.[OH-].[OH-].[Pd+2]>[NH2:28][CH2:27][C:26]1[CH:25]=[CH:24][C:23]([C:21]([NH:20][C:10]2[C:9]([NH:8][C:6](=[O:7])[O:5][C:1]([CH3:4])([CH3:3])[CH3:2])=[CH:13][N:12]([C:14]3[CH:19]=[CH:18][CH:17]=[CH:16][CH:15]=3)[N:11]=2)=[O:22])=[CH:40][CH:39]=1 |f:2.3.4|. Reported procedure: A solution of benzyl {4-[({4-[(tert-butoxycarbonyl)amino]-1-phenyl-1H-pyrazol-3-yl}amino)carbonyl]benzyl}carbamate (0.75 g, 1.38 mmol) in methanol (150 mL) was treated with palladium hydroxide on carbon (75 mg) and placed under a hydrogen atmosphere for 1.5 hours. The reaction was filtered, evaporated in vacuo and purified by flash column chromatography (1-18% methanol/methylene chloride) to give title compound as an off-white solid. 1H NMR (DMSO-d6) δ 8.37 (s, 1H), 7.99 (d, J=8.2 Hz, 2H), 7.71 ... The reactants are C1COCCO1, COC(=O)C1CN(C(=O)c2noc(C(CCCC3CCCCC3)CC(=O)NO)n2)C1, Cl, [Li+], [OH-], O, O. Yields the product O=C(CC(CCCC1CCCCC1)c1nc(C(=O)N2CC(C(=O)O)C2)no1)NO. Reaction SMILES: [CH2:35]1[O:36][CH2:37][CH2:38][O:39][CH2:40]1.[CH:1]1([CH2:7][CH2:8][CH2:9][CH:10]([CH2:11][C:12](=[O:13])[NH:14][OH:15])[c:16]2[n:17][c:18]([C:21](=[O:22])[N:23]3[CH2:24][CH:25]([C:27](=[O:28])[O:29][CH3:30])[CH2:26]3)[n:19][o:20]2)[CH2:2][CH2:3][CH2:4][CH2:5][CH2:6]1.[ClH:34].[Li+:33].[OH-:32].[OH2:31].[OH2:41]>>[CH:1]1([CH2:7][CH2:8][CH2:9][CH:10]([CH2:11][C:12](=[O:13])[NH:14][OH:15])[c:16]2[n:17][c:18]([C:21](=[O:22])[N:23]3[CH2:24][CH:25]([C:27](=[O:28])[OH:29])[CH2:26]3)[n:19][o:20]2)[CH2:2][CH2:3][CH2:4][CH2:5][CH2:6]1. Run in CO (methanol). RXN SMILES: [CH:1](=[CH:8][C:9]([C:11]1[CH:16]=[CH:15][CH:14]=[CH:13][CH:12]=1)=[O:10])[C:2]1[CH:7]=[CH:6][CH:5]=[CH:4][CH:3]=1.[N+:17]([CH3:20])([O-:19])=[O:18].C(NCC)C>CO>[N+:17]([CH2:20][CH:1]([C:2]1[CH:7]=[CH:6][CH:5]=[CH:4][CH:3]=1)[CH2:8][C:9]([C:11]1[CH:16]=[CH:15][CH:14]=[CH:13][CH:12]=1)=[O:10])([O-:19])=[O:18]. Procedure details: In a 1 L flask, 94.7 g (0.455 mol) of benzylideneacetophenone were dissolved in 600 g of methanol, admixed with 138.9 g (2.275 mol) of nitromethane and 166.4 g (2.275 mol) of diethylamine and refluxed for 16 h. The solvent was half distilled off in vacuo and the precipitated solid was separated off and dried to constant weight in vacuo to obtain 118 g (438 mmol) of 4-nitro-1,3-diphenylbutan-1-one. Reactants: [N+](=O)([O-])C (nitromethane), C(C1=CC=CC=C1)=CC(=O)C1=CC=CC=C1 (benzylideneacetophenone), C(C)NCC (diethylamine). Product: [N+](=O)([O-])CC(CC(=O)C1=CC=CC=C1)C1=CC=CC=C1 (4-nitro-1,3-diphenylbutan-1-one). Yield: 96.3%.